From a dataset of the Open Reaction Database (ORD), a public repository of structured organic reaction records. describe an organic reaction: reactants, conditions, products, and yield The solvent is CO (methanol), CO (methanol), CO (methanol). Yields the product CNC=1C=C(C#N)C=CC1 (3-methylaminobenzonitrile). Conditions: time 0.5 hour. The reactants are NC=1C=C(C#N)C=CC1 (3-aminobenzonitrile), CO[Na] (CH3ONa), polyformaldehyde, [BH4-].[Na+] (NaBH4), [OH-].[Na+] (NaOH). The yield is 220.8%. Procedure details: To methanol (45 ml) is added CH3ONa (4.05 g, 75 mmol, 0.5 eq), and to this solution is dropwise added a solution of 3-aminobenzonitrile (17.70 g, 150 mmol, 1.0 eq) in methanol (60 ml). The mixture is stirred for 0.5 h. Then the reaction mixture is poured into a solution of polyformaldehyde (6.30 g, 210 mmol, 1.4 eq) in methanol (90 ml). After stirring at room temperature for 5.0 h, NaBH4 (content 96%) (6.00 g, 150 mmol, 1.0 eq) is added in portions. The mixture is stirred at room temperature for... RXN SMILES: [CH3:1]O[Na].[NH2:4][C:5]1[CH:6]=[C:7]([CH:10]=[CH:11][CH:12]=1)[C:8]#[N:9].[BH4-].[Na+].[OH-].[Na+]>CO>[CH3:1][NH:4][C:5]1[CH:6]=[C:7]([CH:10]=[CH:11][CH:12]=1)[C:8]#[N:9] |f:2.3,4.5|.